From a dataset of the Open Reaction Database (ORD), a public repository of structured organic reaction records. describe an organic reaction: reactants, conditions, products, and yield Starting materials: OC=1C(=NC(=C2C=CC=NC12)OS(=O)(=O)C(F)(F)F)C(=O)OC (methyl 8-hydroxy-5-{[(trifluoromethyl)sulfonyl]oxy}-1,6-naphthyridine-7-carboxylate), CO (methanol), C(C)(C)N(CC)C(C)C (diisopropylethylamine). Reagents/catalysts: CC(=O)[O-].CC(=O)[O-].[Pd+2] (Pd(OAc)2), C1(=CC=CC=C1)P([C-]1C=CC=C1)C1=CC=CC=C1.[C-]1(C=CC=C1)P(C1=CC=CC=C1)C1=CC=CC=C1.[Fe+2] (1,1′-bis(diphenylphosphino)ferrocene). The solvent is CN(C)C=O (DMF). Conditions: temperature 70 celsius, time 15 minute. The product is C(C1=CC=CC=C1)(=O)OC1=C(N=C(C=2C=CC=NC12)C(=O)OC)C(=O)OC (dimethyl 8-(benzoyloxy)-1,6-naphthyridine-5,7-dicarboxylate). As a reaction SMILES: [OH:1][C:2]1[C:3]([C:20]([O:22][CH3:23])=[O:21])=[N:4][C:5](OS(C(F)(F)F)(=O)=O)=[C:6]2[C:11]=1[N:10]=[CH:9][CH:8]=[CH:7]2.[CH3:24][OH:25].C(N([CH:32]([CH3:34])[CH3:33])CC)(C)C>CN(C=O)C.CC([O-])=O.CC([O-])=O.[Pd+2].C1(P(C2C=CC=CC=2)[C-]2C=CC=C2)C=CC=CC=1.[C-]1(P(C2C=CC=CC=2)C2C=CC=CC=2)C=CC=C1.[Fe+2]>[C:24]([O:1][C:2]1[C:11]2[N:10]=[CH:9][CH:8]=[CH:7][C:6]=2[C:5]([C:20]([O:22][CH3:23])=[O:21])=[N:4][C:3]=1[C:20]([O:22][CH3:23])=[O:21])(=[O:25])[C:33]1[CH:32]=[CH:34][CH:3]=[CH:2][CH:11]=1 |f:4.5.6,7.8.9|. Procedure details: To a solution of the compound of Step 3 (11.9 g, 26 mmol) in DMF (50 ml) was added methanol (11 ml, 290 mmol), diisopropylethylamine (6.7 g, 9.3 ml, 52 mmol), Pd(OAc)2 (0.58 g, 2.6 mmol), and 1,1′-bis(diphenylphosphino)ferrocene (1.44 g, 2.6 mmol) while bubbling argon through the mixture. This was then placed in a bomb reactor and purged three times with carbon monoxide and finally filled to 80 p.s.i. and heated to 70° C. for two hours. The reaction mixture was then poured into water (˜150 ml). ... As a reaction SMILES: [Al+3:2].[CH2:7]([c:8]1[cH:9][cH:10][cH:11][cH:12][cH:13]1)[O:14][c:15]1[c:16]([CH2:17][c:18]2[cH:19][cH:20][c:21]([C:22](=[O:23])[O:24][CH3:25])[cH:26][cH:27]2)[cH:28][cH:29][cH:30][cH:31]1.[CH3:32][CH2:33][O:34][C:35](=[O:36])[CH3:37].[ClH:38].[H-:1].[H-:4].[H-:5].[H-:6].[Li+:3].[O:39]1[CH2:40][CH2:41][CH2:42][CH2:43]1.[OH2:44]>>[CH2:7]([c:8]1[cH:9][cH:10][cH:11][cH:12][cH:13]1)[O:14][c:15]1[c:16]([CH2:17][c:18]2[cH:19][cH:20][c:21]([CH2:22][OH:23])[cH:26][cH:27]2)[cH:28][cH:29][cH:30][cH:31]1. Yields the product OCc1ccc(Cc2ccccc2OCc2ccccc2)cc1. Starting materials: [Al+3], COC(=O)c1ccc(Cc2ccccc2OCc2ccccc2)cc1, CCOC(C)=O, Cl, [H-], [H-], [H-], [H-], [Li+], C1CCOC1, O. Starting materials: CN1CCNCC1, O=c1cnn(-c2ccc(C(Cl)c3ccc(Cl)cc3)c(Cl)c2)c(=O)[nH]1, CN(C)C=O. Yields the product CN1CCN(C(c2ccc(Cl)cc2)c2ccc(-n3ncc(=O)[nH]c3=O)cc2Cl)CC1. Reaction SMILES: [CH3:25][N:26]1[CH2:27][CH2:28][NH:29][CH2:30][CH2:31]1.[Cl:1][c:2]1[cH:3][c:4](-[n:17]2[n:18][cH:19][c:20](=[O:24])[nH:21][c:22]2=[O:23])[cH:5][cH:6][c:7]1[CH:8]([c:9]1[cH:10][cH:11][c:12]([Cl:15])[cH:13][cH:14]1)[Cl:16].[O:32]=[CH:33][N:34]([CH3:35])[CH3:36]>>[Cl:1][c:2]1[cH:3][c:4](-[n:17]2[n:18][cH:19][c:20](=[O:24])[nH:21][c:22]2=[O:23])[cH:5][cH:6][c:7]1[CH:8]([c:9]1[cH:10][cH:11][c:12]([Cl:15])[cH:13][cH:14]1)[N:29]1[CH2:28][CH2:27][N:26]([CH3:25])[CH2:31][CH2:30]1. Reactants: O=C(O)CBr, C[SiH](C)OC1(CO)CC(C(C)(C)C)CN1C(=O)OC(C)(C)C, CC(C)(C)O, [Cl-], Cl, [I-], [K+], [K+], [Na+], [OH-], O. Product: C[SiH](C)OC1(COCC(=O)O)CC(C(C)(C)C)CN1C(=O)OC(C)(C)C. Reaction SMILES: [Br:23][CH2:24][C:25](=[O:26])[OH:27].[C:1]([CH3:2])([CH3:3])([CH3:4])[CH:5]1[CH2:6][C:7]([CH2:17][OH:18])([O:19][SiH:20]([CH3:21])[CH3:22])[N:8]([C:10](=[O:11])[O:12][C:13]([CH3:14])([CH3:15])[CH3:16])[CH2:9]1.[C:35]([OH:36])([CH3:37])([CH3:38])[CH3:39].[Cl-:34].[ClH:32].[I-:31].[K+:29].[K+:30].[Na+:33].[OH-:28].[OH2:40]>>[C:1]([CH3:2])([CH3:3])([CH3:4])[CH:5]1[CH2:6][C:7]([CH2:17][O:18][CH2:24][C:25](=[O:26])[OH:27])([O:19][SiH:20]([CH3:21])[CH3:22])[N:8]([C:10](=[O:11])[O:12][C:13]([CH3:14])([CH3:15])[CH3:16])[CH2:9]1. Starting materials: C1(=CC=CC=C1)[Mg]Br (Phenylmagnesium bromide), ClC1=CC=CC=2C(OC(=NC21)C)=O (8-chloro-2-methyl-4H-3,1-benzoxazin-4-one), 2h. Solvent: C1=CC=CC=C1 (benzene), O1CCCC1 (tetrahydrofuran). Yields the product NC1=C(C(=O)C2=CC=CC=C2)C=CC=C1Cl (2-Amino-3-chlorobenzophenone). Isolated yield 38.8%. As a reaction SMILES: [C:1]1([Mg]Br)[CH:6]=[CH:5][CH:4]=[CH:3][CH:2]=1.[Cl:9][C:10]1[C:19]2[N:18]=C(C)O[C:15](=[O:21])[C:14]=2[CH:13]=[CH:12][CH:11]=1>C1C=CC=CC=1.O1CCCC1>[NH2:18][C:19]1[C:10]([Cl:9])=[CH:11][CH:12]=[CH:13][C:14]=1[C:15]([C:1]1[CH:6]=[CH:5][CH:4]=[CH:3][CH:2]=1)=[O:21]. Procedure: Phenylmagnesium bromide (3.11 mL, 3.0 M in ether, 9.34 mmol) was added at room temperature to a solution of 8-chloro-2-methyl-4H-3,1-benzoxazin-4-one (2.15 g, 10.9 mmol) in benzene (10 mL) and tetrahydrofuran (3 mL). The reaction was refluxed for 2h, cooled, and quenched with 2N hydrochloric acid (10 mL). The layers were separated and the organic phase washed with 5% sodium hydroxide, dried over magnesium sulfate, and concentrated. The residue was refluxed in ethanol (12 mL) and 6N hydrochloric ... The reactants are [Li]CCCC, Cc1nccn1C(c1ccccc1)(c1ccccc1)c1ccccc1, CC(NCCN)C(C)(C)N(C)C, CCOC(C)=O, O=Cc1cccc(Cl)c1, C1CCOC1. The product is OC(Cc1nccn1C(c1ccccc1)(c1ccccc1)c1ccccc1)c1cccc(Cl)c1. As a reaction SMILES: [CH2:38]([Li:39])[CH2:40][CH2:41][CH3:42].[CH3:1][c:2]1[n:3]([C:7]([c:8]2[cH:9][cH:10][cH:11][cH:12][cH:13]2)([c:14]2[cH:15][cH:16][cH:17][cH:18][cH:19]2)[c:20]2[cH:21][cH:22][cH:23][cH:24][cH:25]2)[cH:4][cH:5][n:6]1.[CH3:26][CH:27]([NH:28][CH2:29][CH2:30][NH2:31])[C:32]([CH3:33])([CH3:34])[N:35]([CH3:36])[CH3:37].[CH3:57][CH2:58][O:59][C:60](=[O:61])[CH3:62].[Cl:43][c:44]1[cH:45][c:46]([CH:47]=[O:48])[cH:49][cH:50][cH:51]1.[O:52]1[CH2:53][CH2:54][CH2:55][CH2:56]1>>[CH2:1]([c:2]1[n:3]([C:7]([c:8]2[cH:9][cH:10][cH:11][cH:12][cH:13]2)([c:14]2[cH:15][cH:16][cH:17][cH:18][cH:19]2)[c:20]2[cH:21][cH:22][cH:23][cH:24][cH:25]2)[cH:4][cH:5][n:6]1)[CH:47]([c:46]1[cH:45][c:44]([Cl:43])[cH:51][cH:50][cH:49]1)[OH:48].